From a dataset of the Open Reaction Database (ORD), a public repository of structured organic reaction records. describe an organic reaction: reactants, conditions, products, and yield Starting materials: ClC1=CC(=C(C=C1)C(C=CC1=CC=C(C=C1)S(=O)(=O)NCC(C)(C)O)=O)NC1=CC=CC=C1 (4-[3-(4-chloro-2-phenylaminophenyl)-3-oxo-propenyl]-N-(2-hydroxy-2-methylpropyl)-benzene sulfonamide), Pt(IV)O2. Solvent: CCOC(=O)C (EtOAc), CCO (EtOH). Reaction conditions: time 1.5 hour. Yields the product ClC1=CC(=C(C=C1)C(CCC1=CC=C(C=C1)S(=O)(=O)NCC(C)(C)O)=O)NC1=CC=CC=C1 (4-[3-(4-chloro-2-phenylaminophenyl)-3-oxo-propyl]-N-(2-hydroxy-2-methylpropyl)-benzene sulfonamide). Reaction SMILES: [Cl:1][C:2]1[CH:7]=[CH:6][C:5]([C:8](=[O:26])[CH:9]=[CH:10][C:11]2[CH:16]=[CH:15][C:14]([S:17]([NH:20][CH2:21][C:22]([OH:25])([CH3:24])[CH3:23])(=[O:19])=[O:18])=[CH:13][CH:12]=2)=[C:4]([NH:27][C:28]2[CH:33]=[CH:32][CH:31]=[CH:30][CH:29]=2)[CH:3]=1>CCOC(C)=O.CCO>[Cl:1][C:2]1[CH:7]=[CH:6][C:5]([C:8](=[O:26])[CH2:9][CH2:10][C:11]2[CH:16]=[CH:15][C:14]([S:17]([NH:20][CH2:21][C:22]([OH:25])([CH3:24])[CH3:23])(=[O:19])=[O:18])=[CH:13][CH:12]=2)=[C:4]([NH:27][C:28]2[CH:29]=[CH:30][CH:31]=[CH:32][CH:33]=2)[CH:3]=1. Reported procedure: To a solution of 4-[3-(4-chloro-2-phenylaminophenyl)-3-oxo-propenyl]-N-(2-hydroxy-2-methylpropyl)-benzene sulfonamide (0.535 g) in EtOAc (100 mL) and EtOH (50 mL) was added Pt(IV)O2, and the mixture stirred under H2 for 1.5 h. The product was filtered and concentrated under reduced pressure to provide 4-[3-(4-chloro-2-phenylaminophenyl)-3-oxo-propyl]-N-(2-hydroxy-2-methylpropyl)-benzene sulfonamide as a yellow oily solid. Reaction SMILES: [Al+3:19].[CH2:25]1[O:26][CH2:27][CH2:28][CH2:29]1.[ClH:24].[H-:18].[H-:21].[H-:22].[H-:23].[Li+:20].[s:1]1[cH:2][c:3](-[c:6]2[cH:7][cH:8][c:9]3[c:10]([cH:11][c:12]([C:14](=[O:15])[OH:16])[o:13]3)[cH:17]2)[cH:4][cH:5]1>>[s:1]1[cH:2][c:3](-[c:6]2[cH:7][cH:8][c:9]3[c:10]([cH:11][c:12]([CH2:14][OH:15])[o:13]3)[cH:17]2)[cH:4][cH:5]1. The reactants are [Al+3], C1CCOC1, Cl, [H-], [H-], [H-], [H-], [Li+], O=C(O)c1cc2cc(-c3ccsc3)ccc2o1. Product: OCc1cc2cc(-c3ccsc3)ccc2o1.